This data is from the Open Reaction Database (ORD), a public repository of structured organic reaction records. The task is: describe an organic reaction: reactants, conditions, products, and yield Starting materials: CC(C)COC(=O)Cl, CC(C)CC(=O)NCC(C)(C)N, Cc1ccccc1. Product: CC(C)COC(=O)N(CC(C)(C)N)C(=O)CC(C)C. RXN SMILES: [CH2:13]([CH:14]([CH3:15])[CH3:16])[O:17][C:18](=[O:19])[Cl:20].[CH3:1][C:2]([NH2:3])([CH2:4][NH:5][C:6]([CH2:7][CH:8]([CH3:9])[CH3:10])=[O:11])[CH3:12].[CH3:21][c:22]1[cH:23][cH:24][cH:25][cH:26][cH:27]1>>[CH3:1][C:2]([NH2:3])([CH2:4][N:5]([C:6]([CH2:7][CH:8]([CH3:9])[CH3:10])=[O:11])[C:18]([O:17][CH2:13][CH:14]([CH3:15])[CH3:16])=[O:19])[CH3:12]. The reactants are C(C)(=O)N1C(CC2=CC=CC=C12)=O (1-acetyl-2-indolinone), C(C1=CC=CC=C1)(=O)O (benzoic acid), CN(C)C(=[N+](C)C)ON1C2=C(C=CC=C2)N=N1.[B-](F)(F)(F)F (TBTU), C=1C=CC2=C(C1)N=NN2O (HOBt), C(C)N(C(C)C)C(C)C (N-ethyl-N,N-diisopropyl-amine), Cl (hydrochloric acid). Solvent: CN(C)C=O (DMF). Reaction conditions: time 16 hour. The product is C(C)(=O)N1C(C(C2=CC=CC=C12)=C(C1=CC=CC=C1)O)=O (1-acetyl-3-(1-hydroxy-1-phenyl-methylidene)-2-indolinone). RXN SMILES: [C:1]([N:4]1[C:12]2[C:7](=[CH:8][CH:9]=[CH:10][CH:11]=2)[CH2:6][C:5]1=[O:13])(=[O:3])[CH3:2].[C:14](O)(=[O:21])[C:15]1[CH:20]=[CH:19][CH:18]=[CH:17][CH:16]=1.CN(C(ON1N=NC2C=CC=CC1=2)=[N+](C)C)C.[B-](F)(F)(F)F.C1C=CC2N(O)N=NC=2C=1.C(N(C(C)C)C(C)C)C.Cl>CN(C=O)C>[C:1]([N:4]1[C:12]2[C:7](=[CH:8][CH:9]=[CH:10][CH:11]=2)[C:6](=[C:14]([OH:21])[C:15]2[CH:20]=[CH:19][CH:18]=[CH:17][CH:16]=2)[C:5]1=[O:13])(=[O:3])[CH3:2] |f:2.3|. Procedure details: 880 mg (5 mmol) of 1-acetyl-2-indolinone and 610 mg (5 mmol) of benzoic acid are dissolved in 15 ml of DMF and after the addition of 1.8 g (5.5 mmol) of TBTU, 840 mg (5.5 mmol) of HOBt and 3.2 g (25 mmol) of N-ethyl-N,N-diisopropyl-amine are stirred for 16 hours at ambient temperature. The solution is stirred into dilute hydrochloric acid, the precipitate is suction filtered and dried at 60° C. As a reaction SMILES: [CH2:35]([Cl:36])[Cl:37].[Cl:25][c:26]1[cH:27][cH:28][c:29]2[c:33]([cH:34]1)[NH:32][CH2:31][CH2:30]2.[F:12][C:13]([F:14])([F:15])[C:16]([O:17][C:18](=[O:19])[C:20]([F:21])([F:22])[F:23])=[O:24].[O:44]=[CH:45][N:46]([CH3:47])[CH3:48].[OH:1][c:2]1[c:3]2[c:4]([n:5][cH:6][n:7]1)[cH:8][n:9][cH:10][cH:11]2.[cH:38]1[cH:39][cH:40][n:41][cH:42][cH:43]1>>[c:2]1([N:32]2[CH2:31][CH2:30][c:29]3[cH:28][cH:27][c:26]([Cl:25])[cH:34][c:33]32)[c:3]2[c:4]([n:5][cH:6][n:7]1)[cH:8][n:9][cH:10][cH:11]2. Yields the product Clc1ccc2c(c1)N(c1ncnc3cnccc13)CC2. The reactants are ClCCl, Clc1ccc2c(c1)NCC2, O=C(OC(=O)C(F)(F)F)C(F)(F)F, CN(C)C=O, Oc1ncnc2cnccc12, c1ccncc1. The reactants are [Br-], CC(=O)OC(C)=O, CO, CON(C)C(=O)C(NC(=O)OC(C)(C)C)C(C)C, C=C[Mg+], C1CCOC1. Yields the product C=CC(=O)C(NC(=O)OC(C)(C)C)C(C)C. As a reaction SMILES: [Br-:1].[CH3:23][C:24]([O:25][C:26](=[O:27])[CH3:28])=[O:29].[CH3:30][OH:31].[CH3:5][O:6][N:7]([C:8]([CH:9]([CH:10]([CH3:11])[CH3:12])[NH:13][C:14]([O:15][C:16]([CH3:17])([CH3:18])[CH3:19])=[O:20])=[O:21])[CH3:22].[CH:2](=[CH2:3])[Mg+:4].[O:32]1[CH2:33][CH2:34][CH2:35][CH2:36]1>>[CH:2](=[CH2:3])[C:8]([CH:9]([CH:10]([CH3:11])[CH3:12])[NH:13][C:14]([O:15][C:16]([CH3:17])([CH3:18])[CH3:19])=[O:20])=[O:21]. The reactants are BrC=1C=2CCN([C@H](C2C(=C2C1OCO2)OC)[C@H]2OC(C1=C(C(=CC=C21)OC)OC)=O)C ((S)-3-((R)-9-bromo-4-methoxy-6-methyl-5,6,7,8-tetrahydro-[1,3]dioxolo[4,5-g]isoquinolin-5-yl)-6,7-dimethoxyisobenzofuran-1(3H)-one), [N-]=[N+]=[N-].[Na+] (sodium azide), [I-].[Na+] (sodium iodide). Solvent: CN(C)C=O (DMF). Conditions: temperature 80 celsius, time 15 hour. Yields the product N(=[N+]=[N-])C=1C=2CCN([C@H](C2C(=C2C1OCO2)OC)[C@H]2OC(C1=C(C(=CC=C21)OC)OC)=O)C ((S)-3-((R)-9-azido-4-methoxy-6-methyl-5,6,7,8-tetrahydro-[1,3]dioxolo[4,5-g]isoquinolin-5-yl)-6,7-dimethoxyisobenzofuran-1(3H)-one). RXN SMILES: Br[C:2]1[C:3]2[CH2:4][CH2:5][N:6]([CH3:31])[C@@H:7]([C@@H:17]3[C:25]4[C:20](=[C:21]([O:28][CH3:29])[C:22]([O:26][CH3:27])=[CH:23][CH:24]=4)[C:19](=[O:30])[O:18]3)[C:8]=2[C:9]([O:15][CH3:16])=[C:10]2[O:14][CH2:13][O:12][C:11]=12.[N-:32]=[N+:33]=[N-:34].[Na+].[I-].[Na+]>CN(C=O)C>[N:32]([C:2]1[C:3]2[CH2:4][CH2:5][N:6]([CH3:31])[C@@H:7]([C@@H:17]3[C:25]4[C:20](=[C:21]([O:28][CH3:29])[C:22]([O:26][CH3:27])=[CH:23][CH:24]=4)[C:19](=[O:30])[O:18]3)[C:8]=2[C:9]([O:15][CH3:16])=[C:10]2[O:14][CH2:13][O:12][C:11]=12)=[N+:33]=[N-:34] |f:1.2,3.4|. Procedure details: To a solution of compound 2 (2.0 g, 4.063 mmol) in DMF (20 mL) were added sodium azide (2.641 g, 40.63 mmol) and sodium iodide (0.609 g, 4.063 mmol) and the reaction mixture was stirred at 80° C. for 15 h to attain completion. Then the solvent was removed in vacuo and the resultant residue was dissolved in chlorofrom (40 mL), washed with water (2×40 mL), dried over sodium sulfate and concentrated to obtain the titled compound 3, which was recrystallized with ethanol in hexane (10:90) to afford b... Reactants: C(C1=CC=CC=C1)OC1=C(C=C(C=C1)[C@H]([C@H](C)NCCOC1=C(C=C(C=C1C)C1=CC=C(C=C1)C(=O)OCC1=CC=CC=C1)C)O)NS(=O)(=O)C (benzyl 4′-{2-[(1S,2R)-2-(4-benzyloxy-3-methanesulfonylaminophenyl)-2-hydroxy-1-methylethylamino]ethoxy}-3′,5′-dimethylbiphenyl-4-carboxylate). The reagents and catalysts are [C].[Pd] (palladium-carbon). Run in CN(C=O)C (N,N-dimethylformamide). Reaction conditions: time 1.5 hour. Yields the product O[C@@H]([C@H](C)NCCOC1=C(C=C(C=C1C)C1=CC=C(C=C1)C(=O)O)C)C1=CC(=C(C=C1)O)NS(=O)(=O)C (4′-{2-[(1S,2R)-2-Hydroxy-2-(4-hydroxy-3-methanesulfonylaminophenyl)-1-methylethylamino]ethoxy}-3′,5′-dimethylbiphenyl-4-carboxylic acid). Yield: 65.2%. RXN SMILES: C([O:8][C:9]1[CH:14]=[CH:13][C:12]([C@@H:15]([OH:46])[C@@H:16]([NH:18][CH2:19][CH2:20][O:21][C:22]2[C:27]([CH3:28])=[CH:26][C:25]([C:29]3[CH:34]=[CH:33][C:32]([C:35]([O:37]CC4C=CC=CC=4)=[O:36])=[CH:31][CH:30]=3)=[CH:24][C:23]=2[CH3:45])[CH3:17])=[CH:11][C:10]=1[NH:47][S:48]([CH3:51])(=[O:50])=[O:49])C1C=CC=CC=1>CN(C)C=O.[C].[Pd]>[OH:46][C@H:15]([C:12]1[CH:13]=[CH:14][C:9]([OH:8])=[C:10]([NH:47][S:48]([CH3:51])(=[O:50])=[O:49])[CH:11]=1)[C@@H:16]([NH:18][CH2:19][CH2:20][O:21][C:22]1[C:27]([CH3:28])=[CH:26][C:25]([C:29]2[CH:34]=[CH:33][C:32]([C:35]([OH:37])=[O:36])=[CH:31][CH:30]=2)=[CH:24][C:23]=1[CH3:45])[CH3:17] |f:2.3|. Reported procedure: To a solution of benzyl 4′-{2-[(1S,2R)-2-(4-benzyloxy-3-methanesulfonylaminophenyl)-2-hydroxy-1-methylethylamino]ethoxy}-3′,5′-dimethylbiphenyl-4-carboxylate (0.074 g) in N,N-dimethylformamide (4 mL) was added 10% palladium-carbon (0.05 g), and the mixture was stirred at room temperature for 1.5 hrs under an atmosphere of hydrogen. The catalyst was removed by filtration, and the solvent was evaporated under reduced pressure. Methylene chloride was added to the residue, and the resulting precipit... Reactants: Oc1ccc(Br)cc1-c1ccc(F)cc1, BrCc1ccccc1, O=C([O-])[O-], [K+], [K+], CN(C)C=O, O. Product: Fc1ccc(-c2cc(Br)ccc2OCc2ccccc2)cc1. As a reaction SMILES: [Br:1][c:2]1[cH:3][cH:4][c:5]([OH:15])[c:6](-[c:8]2[cH:9][cH:10][c:11]([F:14])[cH:12][cH:13]2)[cH:7]1.[Br:22][CH2:23][c:24]1[cH:25][cH:26][cH:27][cH:28][cH:29]1.[C:16](=[O:17])([O-:18])[O-:19].[K+:20].[K+:21].[O:30]=[CH:31][N:32]([CH3:33])[CH3:34].[OH2:35]>>[Br:1][c:2]1[cH:3][cH:4][c:5]([O:15][CH2:23][c:24]2[cH:25][cH:26][cH:27][cH:28][cH:29]2)[c:6](-[c:8]2[cH:9][cH:10][c:11]([F:14])[cH:12][cH:13]2)[cH:7]1. Reactants: C1OC23[C@]4(C)[C@@H](CC2(OCCO3)OC1)[C@@H]1[C@@H](CC3CCCC[C@]3(C)[C@H]1CC4)O (17,17-bis(ethylendioxy)-7α-hydroxyandrostane), C(#N)[C@H]1C[C@H]2[C@@H]3CCC([C@@]3(C)CC[C@@H]2[C@]2(CCC(CC12)=O)C)=O (6α-cyanoandrostane-3,17-dione). Yields the product O[C@H]1[C@H]2[C@@H]3CCC([C@@]3(C)CC[C@@H]2[C@]2(CCC(CC2C1)=O)C)=O (7α-Hydroxyandrostane-3,17-dione). Isolated yield 89.0%. As a reaction SMILES: C1CO[C:8]23OCC[O:12][C:3]2([C@:4]2([CH2:27][CH2:26][C@H:25]4[C@@H:15]([C@H:16]([OH:28])[CH2:17][CH:18]5[C@:23]4([CH3:24])[CH2:22][CH2:21][CH2:20][CH2:19]5)[C@@H:6]2[CH2:7]3)[CH3:5])O1.C([C@@H]1C2[C@](C)(CCC(=[O:49])C2)[C@@H]2[C@H]([C@H]3[C@@](CC2)(C)C(=O)CC3)C1)#N>>[OH:28][C@@H:16]1[CH2:17][CH:18]2[C@:23]([CH3:24])([CH2:22][CH2:21][C:20](=[O:49])[CH2:19]2)[C@@H:25]2[C@@H:15]1[C@H:6]1[C@@:4]([CH2:27][CH2:26]2)([CH3:5])[C:3](=[O:12])[CH2:8][CH2:7]1. Procedure: The title compound (II-bt) was prepared in 89% yield from 3,3:17,17-bis(ethylendioxy)-7α-hydroxyandrostane by the procedure described above for the preparation of 6α-cyanoandrostane-3,17-dione (II-ac, Prepn. 3). The combined organic extracts were washed with H2O, dried over Na2SO4 and evaporated to dryness. 1H-NMR (300 MHz, DMSO-d6, ppm from TMS): δ 4.34 (d, 1H), 3.75 (m, 1H), 2.50-1.00 (m, 20H), 0.96 (s, 3H), 0.78 (s, 6H).